This data is from the Open Reaction Database (ORD), a public repository of structured organic reaction records. The task is: describe an organic reaction: reactants, conditions, products, and yield Starting materials: C1CNCCN1, CC#N, N#Cc1ccc(Cl)nc1, O. Yields the product N#Cc1ccc(N2CCNCC2)nc1. Reaction SMILES: [CH2:10]1[CH2:11][NH:12][CH2:13][CH2:14][NH:15]1.[CH3:16][C:17]#[N:18].[Cl:1][c:2]1[n:3][cH:4][c:5]([C:6]#[N:7])[cH:8][cH:9]1.[OH2:19]>>[c:2]1([N:12]2[CH2:11][CH2:10][NH:15][CH2:14][CH2:13]2)[n:3][cH:4][c:5]([C:6]#[N:7])[cH:8][cH:9]1. Reactants: Example 1 ( 1b ), C(C)(C)(C)OC(CNC(C1=CC=C(C=C1)O)=O)=O (N-(4-Hydroxybenzoyl)glycine tert-butyl ester), O(C1=CC=CC=C1)CCO (2-phenoxyethanol). The product is O(C1=CC=CC=C1)CCOC1=CC=C(C(=O)NCC(=O)O)C=C1 (N-[4-(2-Phenoxyethoxy)benzoyl]glycine). Yield: 77.1%. RXN SMILES: C([O:5][C:6](=[O:18])[CH2:7][NH:8][C:9](=[O:17])[C:10]1[CH:15]=[CH:14][C:13]([OH:16])=[CH:12][CH:11]=1)(C)(C)C.[O:19]([CH2:26][CH2:27]O)[C:20]1[CH:25]=[CH:24][CH:23]=[CH:22][CH:21]=1>>[O:19]([CH2:26][CH2:27][O:16][C:13]1[CH:12]=[CH:11][C:10]([C:9]([NH:8][CH2:7][C:6]([OH:5])=[O:18])=[O:17])=[CH:15][CH:14]=1)[C:20]1[CH:25]=[CH:24][CH:23]=[CH:22][CH:21]=1. Reported procedure: The same reaction as in Example 1 (1b) was conducted using N-(4-hydroxybenzoyl)glycine tert-butyl ester (249 mg, 0.991 mmol) prepared in Example 1 (1a) and 2-phenoxyethanol (163 μL, 1.19 mmol) to give 241 mg of the title compound Starting materials: CCCC[N+](CCCC)(CCCC)CCCC.N#[C-], c1(c(cc(c(c1)C)C=O)F)Br. Reagents/catalysts: c1ccc(cc1)-c2c3ccccc3cc4ccccc24 (9-Phenylanthracene), P(c1ccccc1)(c1ccccc1)c1ccccc1 (Pd(OAc)2/P(Ph)3), C(O[Pd]OC(C)=O)(C)=O (Pd(OAc)2). The solvent is CS(=O)C (DMSO). Conditions: temperature 100 celsius, time 18 hour. The product is Cc1cc(Br)c(F)cc1C=O. As a reaction SMILES: [CH3:1][c:2]1[c:9]([CH:10]=[O:11])[cH:8][c:6]([F:7])[c:4]([Br:5])[cH:3]1.CCCC[N+](CCCC)(CCCC)CCCC.[C-]#N>>[CH3:1][c:2]1[c:9]([CH:10]=[O:11])[cH:8][c:6]([F:7])[c:4]([Br:5])[cH:3]1. Yields the product CC(CN1C(=O)c2ccccc2C1=O)N1CCN(c2ccncc2)CC1. Starting materials: CC(Br)CN1C(=O)c2ccccc2C1=O, c1cc(N2CCNCC2)ccn1. RXN SMILES: [Br:13][CH:14]([CH2:15][N:16]1[C:17](=[O:26])[c:18]2[c:19]([cH:22][cH:23][cH:24][cH:25]2)[C:20]1=[O:21])[CH3:27].[n:1]1[cH:2][cH:3][c:4]([N:7]2[CH2:8][CH2:9][NH:10][CH2:11][CH2:12]2)[cH:5][cH:6]1>>[n:1]1[cH:2][cH:3][c:4]([N:7]2[CH2:8][CH2:9][N:10]([CH:14]([CH2:15][N:16]3[C:17](=[O:26])[c:18]4[c:19]([cH:22][cH:23][cH:24][cH:25]4)[C:20]3=[O:21])[CH3:27])[CH2:11][CH2:12]2)[cH:5][cH:6]1. The reactants are [BH4-].[Na+] (sodium borohydride), Cl.CN1N=NN=C1SCC1=NCCC2=CC(=C(C=C12)O)O (1-(1-methyl-1H-tetrazol-5-yl)thiomethyl-6,7-dihydroxy-3,4-dihydroisoquinoline hydrochloride), Cl (Hydrochloric acid). The solvent is CO (methanol). Reaction conditions: time 1.5 hour. Product: Cl.CN1N=NN=C1SCC1NCCC2=CC(=C(C=C12)O)O (1-(1-methyl-1H-tetrazol-5-yl)thiomethyl-6,7-dihydroxy-1,2,3,4-tetrahydroisoquinoline hydrochloride). Yield: 79.5%. As a reaction SMILES: [ClH:1].[CH3:2][N:3]1[C:7]([S:8][CH2:9][C:10]2[C:19]3[C:14](=[CH:15][C:16]([OH:21])=[C:17]([OH:20])[CH:18]=3)[CH2:13][CH2:12][N:11]=2)=[N:6][N:5]=[N:4]1.[BH4-].[Na+].Cl>CO>[ClH:1].[CH3:2][N:3]1[C:7]([S:8][CH2:9][CH:10]2[C:19]3[C:14](=[CH:15][C:16]([OH:21])=[C:17]([OH:20])[CH:18]=3)[CH2:13][CH2:12][NH:11]2)=[N:6][N:5]=[N:4]1 |f:0.1,2.3,6.7|. Procedure: 1-(1-methyl-1H-tetrazol-5-yl)thiomethyl-6,7-dihydroxy-3,4-dihydroisoquinoline hydrochloride (0.2 g) was dissolved in methanol (5 ml) under warming. To the solution was added sodium borohydride (50 mg) and the mixture was stirred for 1.5 hours at room temperature. 10% Hydrochloric acid was added to the reaction mixture and the solution was concentrated. Dried methanol was added to the residue and the insoluble material was filtered off, after which the filtrate was evaporated. The residue was cry... Reaction conditions: time 3 hour. Isolated yield 68.7%. As a reaction SMILES: [C:1]([O:5][C:6](=[O:40])[NH:7][C@H:8]1[C@@H:13]([OH:14])[CH2:12][C@H:11]([CH2:15][O:16][CH2:17][C:18]2[CH:23]=[CH:22][CH:21]=[CH:20][CH:19]=2)[C@@H:10]([O:24][CH2:25][C:26]2[CH:31]=[CH:30][CH:29]=[CH:28][CH:27]=2)[C@@H:9]1[O:32][CH2:33][C:34]1[CH:39]=[CH:38][CH:37]=[CH:36][CH:35]=1)([CH3:4])([CH3:3])[CH3:2].C1(P(C2C=CC=CC=2)C2C=CC=CC=2)C=CC=CC=1.[N+:60]([C:63]1[CH:71]=[CH:70][C:66]([C:67](O)=[O:68])=[CH:65][CH:64]=1)([O-:62])=[O:61].CC(OC(/N=N/C(OC(C)C)=O)=O)C>C1COCC1>[N+:60]([C:63]1[CH:64]=[CH:65][C:66]([C:67]([O:14][C@@H:13]2[CH2:12][C@H:11]([CH2:15][O:16][CH2:17][C:18]3[CH:23]=[CH:22][CH:21]=[CH:20][CH:19]=3)[C@@H:10]([O:24][CH2:25][C:26]3[CH:31]=[CH:30][CH:29]=[CH:28][CH:27]=3)[C@H:9]([O:32][CH2:33][C:34]3[CH:35]=[CH:36][CH:37]=[CH:38][CH:39]=3)[C@H:8]2[NH:7][C:6]([O:5][C:1]([CH3:4])([CH3:2])[CH3:3])=[O:40])=[O:68])=[CH:70][CH:71]=1)([O-:62])=[O:61]. Reported procedure: To a solution of tert-butyl((1S,2R,3R,4R,6S)-2,3-bis(benzyloxy)-4-((benzyloxy)methyl)-6-hydroxycyclohexyl)carbamate (3.20 g, 5.85 mmol), triphenylphosphine (1.92 g, 7.31 mmol) and 4-nitrobenzoic acid (1.37 g, 8.19 mmol) in anhydrous THF (50 mL), at 0° C., was added DIAD (1.42 g, 7.02 mmol) slowly. After addition the mixture was stirred at room temperature for 3 h. The solvent were evaporated under reduced pressure, and the residue was purified on silica gel by automatic flash column chromatograp... The reactants are C(C)(C)(C)OC(N[C@@H]1[C@H]([C@@H]([C@H](C[C@@H]1O)COCC1=CC=CC=C1)OCC1=CC=CC=C1)OCC1=CC=CC=C1)=O (tert-butyl((1S,2R,3R,4R,6S)-2,3-bis(benzyloxy)-4-((benzyloxy)methyl)-6-hydroxycyclohexyl)carbamate), C1(=CC=CC=C1)P(C1=CC=CC=C1)C1=CC=CC=C1 (triphenylphosphine), [N+](=O)([O-])C1=CC=C(C(=O)O)C=C1 (4-nitrobenzoic acid), CC(C)OC(=O)/N=N/C(=O)OC(C)C (DIAD). The product is [N+](=O)([O-])C1=CC=C(C(=O)O[C@H]2[C@@H]([C@H]([C@@H]([C@H](C2)COCC2=CC=CC=C2)OCC2=CC=CC=C2)OCC2=CC=CC=C2)NC(=O)OC(C)(C)C)C=C1 ((1R,2S,3R,4R,5R)-3,4-Bis(benzyloxy)-5-((benzyloxy)methyl)-2-((tert-butoxycarbonyl)amino)cyclohexyl 4-nitrobenzoate). Solvent: C1CCOC1 (THF). The reactants are OC1=CC=C(C=O)C=C1 (p-hydroxybenzaldehyde), BrCCCCCCCCCCBr (1,10-dibromodecane), [OH-].[K+] (KOH), water ice. Solvent: CN(C)C=O (DMF). The product is C(=O)C1=CC=C(OCCCCCCCCCCOC2=CC=C(C=C2)C=O)C=C1 (1,10-di(4-formylphenoxy)decane). RXN SMILES: [OH:1][C:2]1[CH:9]=[CH:8][C:5]([CH:6]=[O:7])=[CH:4][CH:3]=1.Br[CH2:11][CH2:12][CH2:13][CH2:14][CH2:15][CH2:16][CH2:17][CH2:18][CH2:19][CH2:20]Br.[OH-:22].[K+]>CN(C=O)C>[CH:6]([C:5]1[CH:8]=[CH:9][C:2]([O:1][CH2:11][CH2:12][CH2:13][CH2:14][CH2:15][CH2:16][CH2:17][CH2:18][CH2:19][CH2:20][O:22][C:2]2[CH:9]=[CH:8][C:5]([CH:6]=[O:7])=[CH:4][CH:3]=2)=[CH:3][CH:4]=1)=[O:7] |f:2.3|. Procedure details: 24.4 g (0.2 mol) of p-hydroxybenzaldehyde, 30 g (0.1 mol) of 1,10-dibromodecane and 11.2 g (0.2 mol) of KOH (85%) are heated under reflux in 200 ml of DMF for 30 min. The solution is then allowed to cool to room temperature and is poured into water/ice. The resulting solid is isolated by suction filtration. For purification, the product, which is still moist, is recrystallized from ethanol/water and dried at 70-80° C. Reactants: ClC=1N=C(C(N(C1)C=1C=C(C(=O)OC)C=CC1C)=O)N1CCN(CC1)C (3-[5-chloro-3-(4-methyl-1-piperazinyl)-2-oxo-1(2H)-pyrazinyl]-4-methyl-benzoic acid, methyl ester), C1(CC1)N (cyclopropylamine), [NH4+].[Cl-] (NH4Cl), C(C)(C)[Mg]Cl (iso-propylmagnesium chloride). The product is ClC=1N=C(C(N(C1)C=1C=C(C(=O)NC2CC2)C=CC1C)=O)N1CCN(CC1)C (3-[5-Chloro-3-(4-methyl-1-piperazinyl)-2-oxo-1(2H)-pyrazinyl]-N-cyclopropyl-4-methyl-benzamide). Run at time 1 hour. Reaction SMILES: [Cl:1][C:2]1[N:3]=[C:4]([N:20]2[CH2:25][CH2:24][N:23]([CH3:26])[CH2:22][CH2:21]2)[C:5](=[O:19])[N:6]([C:8]2[CH:9]=[C:10]([CH:15]=[CH:16][C:17]=2[CH3:18])[C:11](OC)=[O:12])[CH:7]=1.[CH:27]1([NH2:30])[CH2:29][CH2:28]1.C([Mg]Cl)(C)C.[NH4+].[Cl-]>O1CCCC1>[Cl:1][C:2]1[N:3]=[C:4]([N:20]2[CH2:21][CH2:22][N:23]([CH3:26])[CH2:24][CH2:25]2)[C:5](=[O:19])[N:6]([C:8]2[CH:9]=[C:10]([CH:15]=[CH:16][C:17]=2[CH3:18])[C:11]([NH:30][CH:27]2[CH2:29][CH2:28]2)=[O:12])[CH:7]=1 |f:3.4|. Procedure: To a stirred solution of 3-[5-chloro-3-(4-methyl-1-piperazinyl)-2-oxo-1(2H)-pyrazinyl]-4-methyl-benzoic acid, methyl ester (Example 107b) in tetrahydrofuran (6 mL) under nitrogen was added cyclopropylamine (0.15 mL) followed by iso-propylmagnesium chloride (2M in tetrahydrofuran, 0.8 mL), portionwise. After 1 h, sat. aqueous NH4Cl was added and the mixture extracted into ethyl acetate. The combined organic extracts were washed with brine, dried (MgSO4), filtered and the solvent removed in vacuo.... The solvent is O1CCCC1 (tetrahydrofuran).